This data is from the Open Reaction Database (ORD), a public repository of structured organic reaction records. The task is: describe an organic reaction: reactants, conditions, products, and yield The product is C(=O)(O)CN(CC(=O)O)C1=CC(=CC(=C1)OCCCCCCCCCCCCCCCCCC)S(=O)C (N-(Carboxymethyl)-N-[3-(methylsulfinyl)-5-(octadecyloxy)phenyl]glycine). Run in CO (methanol). As a reaction SMILES: C[O:2][C:3](=[O:39])[CH2:4][N:5]([CH2:34][C:35]([O:37]C)=[O:36])[C:6]1[CH:11]=[C:10]([O:12][CH2:13][CH2:14][CH2:15][CH2:16][CH2:17][CH2:18][CH2:19][CH2:20][CH2:21][CH2:22][CH2:23][CH2:24][CH2:25][CH2:26][CH2:27][CH2:28][CH2:29][CH3:30])[CH:9]=[C:8]([S:31]([CH3:33])=[O:32])[CH:7]=1.[OH-].[Na+]>CO>[C:35]([CH2:34][N:5]([C:6]1[CH:11]=[C:10]([O:12][CH2:13][CH2:14][CH2:15][CH2:16][CH2:17][CH2:18][CH2:19][CH2:20][CH2:21][CH2:22][CH2:23][CH2:24][CH2:25][CH2:26][CH2:27][CH2:28][CH2:29][CH3:30])[CH:9]=[C:8]([S:31]([CH3:33])=[O:32])[CH:7]=1)[CH2:4][C:3]([OH:39])=[O:2])([OH:37])=[O:36] |f:1.2|. Procedure: A solution of 0.53 g (0.93 mmol) of N-(2-methoxy-2-oxoethyl)-N-[3-(methylsulfinyl)-5-(octadecyloxy)phenyl]glycine methyl ester and 0.8 ml (4.7 mmol) of 6 N NaOH in 40 ml of methanol was stirred at reflux under argon for 6 hours. The solvent was removed at reduced pressure, the residue was acidified and the product was extracted with 10% THF-ethyl acetate. The dried extract was concentrated to a solid which was recrystallized from THF-ethyl acetate to give 0.42 g (84% yield), mp 147°-149°, of N-(... The reactants are COC(CN(C1=CC(=CC(=C1)OCCCCCCCCCCCCCCCCCC)S(=O)C)CC(=O)OC)=O (N-(2-methoxy-2-oxoethyl)-N-[3-(methylsulfinyl)-5-(octadecyloxy)phenyl]glycine methyl ester), [OH-].[Na+] (NaOH), N-(carboxymethyl)-N-[3-(methylsufinyl)-5-(octadecyloxy)phenyl]glycine. The yield is 84.0%. Starting materials: C(C)[C@]12[C@H](CC[C@H]2[C@H]2[C@H](CC1)C=1C=CC(=CC1CC2)OC)O (13-ethyl-3-methoxygona-1,3,5(10)-triene-17β-ol), Cl (hydrochloric acid), [H-].[Na+] (sodium hydride), C(C=C)Br (allyl bromide). Solvent: C=1(C(=CC=CC1)C)C (xylene). The product is C(C)(=C)OC1CC[C@H]2[C@H]3[C@H](CC[C@]12CC)C=1C=CC(=CC1CC3)OC (17β-allyloxy-13-ethyl-3-methoxygona-1,3,5(10)-triene). Reaction SMILES: [CH2:1]([C@:3]12[CH2:11][CH2:10][C@@H:9]3[C:12]4[CH:13]=[CH:14][C:15]([O:20][CH3:21])=[CH:16][C:17]=4[CH2:18][CH2:19][C@H:8]3[C@@H:7]1[CH2:6][CH2:5][C@@H:4]2[OH:22])[CH3:2].[H-].[Na+].[CH2:25](Br)[CH:26]=[CH2:27].Cl>C1(C)C(C)=CC=CC=1>[C:26]([O:22][CH:4]1[C@:3]2([CH2:1][CH3:2])[C@H:7]([C@@H:8]3[CH2:19][CH2:18][C:17]4[CH:16]=[C:15]([O:20][CH3:21])[CH:14]=[CH:13][C:12]=4[C@H:9]3[CH2:10][CH2:11]2)[CH2:6][CH2:5]1)(=[CH2:25])[CH3:27] |f:1.2|. Reported procedure: Reflux a suspension of 5.0 g. of dl-13-ethyl-3-methoxygona-1,3,5(10)-triene-17β-ol, 100 mg. of xylene, and 3.9 g. of sodium hydride (50% in mineral oil) for 1.5 hours. Add 14.5 ml. of allyl bromide and reflux for 22 hours. Make the reaction mixture acidic with dilute hydrochloric acid and extract the organic layer with sodium bicarbonate solution. Chromatograph the residue on alumina (Grade I neutral) in hexane and eluate the product with ether to obtain dl-17β-allyloxy-13-ethyl-3-methoxygona-1,...